describe an organic reaction: reactants, conditions, products, and yield From a dataset of the Open Reaction Database (ORD), a public repository of structured organic reaction records. Reactants: FC1=C(CC2(CN(CCC2)C(=O)OC(C)(C)C)C(=O)OC)C=CC=C1 (1-tert-butyl 3-methyl 3-(2-fluorobenzyl)piperidine-1,3-dicarboxylate), [H-].[Al+3].[Li+].[H-].[H-].[H-] (Lithium aluminum hydride). Run in O1CCCC1 (tetrahydrofuran). Product: FC1=C(CC2(CN(CCC2)C(=O)OC(C)(C)C)CO)C=CC=C1 (tert-Butyl 3-(2-fluorobenzyl)-3-(hydroxymethyl)piperidine-1-carboxylate). Yield: 99.7%. RXN SMILES: [F:1][C:2]1[CH:25]=[CH:24][CH:23]=[CH:22][C:3]=1[CH2:4][C:5]1([C:18](OC)=[O:19])[CH2:10][CH2:9][CH2:8][N:7]([C:11]([O:13][C:14]([CH3:17])([CH3:16])[CH3:15])=[O:12])[CH2:6]1.[H-].[Al+3].[Li+].[H-].[H-].[H-]>O1CCCC1>[F:1][C:2]1[CH:25]=[CH:24][CH:23]=[CH:22][C:3]=1[CH2:4][C:5]1([CH2:18][OH:19])[CH2:10][CH2:9][CH2:8][N:7]([C:11]([O:13][C:14]([CH3:17])([CH3:15])[CH3:16])=[O:12])[CH2:6]1 |f:1.2.3.4.5.6|. Procedure: In a flask, 1-tert-butyl 3-methyl 3-(2-fluorobenzyl)piperidine-1,3-dicarboxylate (1.41 g, 4.0 mmol) was dissolved in tetrahydrofuran (20 mL). Lithium aluminum hydride (8.03 mmol) was added to the flask. The reaction was stirred for an hour at room temperature. Upon completion, the reaction was quenched with ethyl acetate (10 ml) drop-wise. Water (30 mL) was added to the reaction. The reaction mixture then was extracted 3 times with ethyl acetate (50 mL). The organic layers were combined, were dr... Reactants: CCO, S=C(SCc1ccccc1)N1CCNCC1, Oc1cccc(O)c1O. The product is Oc1ccc(CN2CCN(C(=S)SCc3ccccc3)CC2)c(O)c1O. As a reaction SMILES: [CH3:26][CH2:27][OH:28].[N:1]1([C:7](=[S:8])[S:9][CH2:10][c:11]2[cH:12][cH:13][cH:14][cH:15][cH:16]2)[CH2:2][CH2:3][NH:4][CH2:5][CH2:6]1.[OH:17][c:18]1[cH:19][cH:20][cH:21][c:22]([OH:23])[c:24]1[OH:25]>>[N:1]1([C:7](=[S:8])[S:9][CH2:10][c:11]2[cH:12][cH:13][cH:14][cH:15][cH:16]2)[CH2:2][CH2:3][N:4]([CH2:26][c:19]2[c:18]([OH:17])[c:24]([OH:25])[c:22]([OH:23])[cH:21][cH:20]2)[CH2:5][CH2:6]1. Reactants: BrC=1N=C(C=2N(C1)C(=CN2)C2=CC=C(C(=O)NC1CC1)C=C2)NCC(C)C (4-{6-bromo-8-[(2-methylpropyl)amino]imidazo[1,2-a]pyrazin-3-yl}-N-cyclopropylbenzamide), CNC(CCC#C)=O (N-methylpent-4-ynamide), [F-].C(CCC)[N+](CCCC)(CCCC)CCCC (tetrabutylammoniumfluoride). The reagents and catalysts are Cl[Pd]Cl.C1(=CC=CC=C1)P(C1=CC=CC=C1)C1=CC=CC=C1 (dichloropalladium triphenylphosphane). Solvent: C1CCOC1 (THF). Conditions: temperature 80 celsius. Yields the product C1(CC1)NC(C1=CC=C(C=C1)C1=CN=C2N1C=C(N=C2NCC(C)C)C#CCCC(=O)NC)=O (N-cyclopropyl-4-{6-[5-(methylamino)-5-oxopent-1-yn-1-yl]-8-[(2-methylpropyl)amino]imidazo[1,2-a]pyrazin-3-yl}benzamide). Yield: 43.6%. Reaction SMILES: Br[C:2]1[N:3]=[C:4]([NH:23][CH2:24][CH:25]([CH3:27])[CH3:26])[C:5]2[N:6]([C:8]([C:11]3[CH:22]=[CH:21][C:14]([C:15]([NH:17][CH:18]4[CH2:20][CH2:19]4)=[O:16])=[CH:13][CH:12]=3)=[CH:9][N:10]=2)[CH:7]=1.[CH3:28][NH:29][C:30](=[O:35])[CH2:31][CH2:32][C:33]#[CH:34].[F-].C([N+](CCCC)(CCCC)CCCC)CCC>C1COCC1.Cl[Pd]Cl.C1(P(C2C=CC=CC=2)C2C=CC=CC=2)C=CC=CC=1>[CH:18]1([NH:17][C:15](=[O:16])[C:14]2[CH:21]=[CH:22][C:11]([C:8]3[N:6]4[CH:7]=[C:2]([C:34]#[C:33][CH2:32][CH2:31][C:30]([NH:29][CH3:28])=[O:35])[N:3]=[C:4]([NH:23][CH2:24][CH:25]([CH3:27])[CH3:26])[C:5]4=[N:10][CH:9]=3)=[CH:12][CH:13]=2)[CH2:20][CH2:19]1 |f:2.3,5.6|. Procedure details: To a solution of 128 mg (0.3 mmol) 4-{6-bromo-8-[(2-methylpropyl)amino]imidazo[1,2-a]pyrazin-3-yl}-N-cyclopropylbenzamide in 1 mL THF were added 133 mg (1.2 mmol) N-methylpent-4-ynamide, 42 mg (0.06 mmol dichloropalladium-triphenylphosphane (1:2) and 363 mg (1.5 mmol) tetrabutylammoniumfluoride and the mixture was heated at 80° C. for 180 min in a microwave tube. The mixture was evaporated, redissolved in 2 mL DMSO, filtered and purified by HPLC to yield 60 mg (44%) of the title compound. UPLC-M...